From a dataset of the Open Reaction Database (ORD), a public repository of structured organic reaction records. describe an organic reaction: reactants, conditions, products, and yield Reactants: CO, [H][H], O=C(NC1CCN(Cc2ccccc2)CC1OCc1ccccc1)c1ccccc1. Yields the product O=C(NC1CCNCC1OCc1ccccc1)c1ccccc1. Reaction SMILES: [CH3:33][OH:34].[H:31][H:32].[c:1]1([CH2:7][O:8][CH:9]2[CH2:10][N:11]([CH2:24][c:25]3[cH:26][cH:27][cH:28][cH:29][cH:30]3)[CH2:12][CH2:13][CH:14]2[NH:15][C:16]([c:17]2[cH:18][cH:19][cH:20][cH:21][cH:22]2)=[O:23])[cH:2][cH:3][cH:4][cH:5][cH:6]1>>[c:1]1([CH2:7][O:8][CH:9]2[CH2:10][NH:11][CH2:12][CH2:13][CH:14]2[NH:15][C:16]([c:17]2[cH:18][cH:19][cH:20][cH:21][cH:22]2)=[O:23])[cH:2][cH:3][cH:4][cH:5][cH:6]1. Starting materials: COc1cc(Br)ccc1-c1nc2c(c(C3CCCCC3)nn2C)c(=O)[nH]1, [Li]CCCC, [Na+], O=C=O, C1CCOC1, [OH-]. Yields the product COc1cc(C(=O)O)ccc1-c1nc2c(c(C3CCCCC3)nn2C)c(=O)[nH]1. RXN SMILES: [Br:6][c:7]1[cH:8][c:9]([O:30][CH3:31])[c:10](-[c:13]2[nH:14][c:15](=[O:29])[c:16]3[c:17]([n:18]2)[n:19]([CH3:28])[n:20][c:21]3[CH:22]2[CH2:23][CH2:24][CH2:25][CH2:26][CH2:27]2)[cH:11][cH:12]1.[CH2:1]([Li:2])[CH2:3][CH2:4][CH3:5].[Na+:36].[O:32]=[C:33]=[O:34].[O:37]1[CH2:38][CH2:39][CH2:40][CH2:41]1.[OH-:35]>>[c:7]1([C:33](=[O:32])[OH:34])[cH:8][c:9]([O:30][CH3:31])[c:10](-[c:13]2[nH:14][c:15](=[O:29])[c:16]3[c:17]([n:18]2)[n:19]([CH3:28])[n:20][c:21]3[CH:22]2[CH2:23][CH2:24][CH2:25][CH2:26][CH2:27]2)[cH:11][cH:12]1. RXN SMILES: [Mg].Br[CH:3]=[CH:4][C:5]1[CH:10]=[CH:9][CH:8]=[CH:7][CH:6]=1.[CH3:11][N:12]1[C:17](=[O:18])[CH2:16][CH2:15][CH2:14][C:13]1=[O:19].[NH4+].[Cl-]>C1COCC1>[CH3:11][N:12]1[C:13](=[O:19])[CH2:14][CH2:15][CH2:16][C:17]1([CH:3]=[CH:4][C:5]1[CH:10]=[CH:9][CH:8]=[CH:7][CH:6]=1)[OH:18] |f:3.4|. Reactants: Grignard reagent, [Mg] (magnesium), BrC=CC1=CC=CC=C1 (β-bromostyrene), CN1C(CCCC1=O)=O (N-methyl glutarimide), [NH4+].[Cl-] (NH4Cl). Procedure: The Grignard reagent prepared in 300 ml of THF from 24 g (1.0 mole) of magnesium and 42 g (0.30 mole) of β-bromostyrene is decanted from excess metal and added dropwise under nitrogen to a solution of 27 g (0.21 moles) of N-methyl glutarimide at 3°- 5°. After 11/2 hrs. at room temperature, the mixture is treated with 250 ml of saturated NH4Cl solution with cooling. The separated aqueous layer is reextracted and the combined THF extracts washed with salt, dried over MgSO4 and freed of solvent. Pr... Solvent: C1CCOC1 (THF). The product is CN1C(CCCC1=O)(O)C=CC1=CC=CC=C1 (1-methyl-2-styryl-2-hydroxy-6-piperidone).